This data is from the Open Reaction Database (ORD), a public repository of structured organic reaction records. The task is: describe an organic reaction: reactants, conditions, products, and yield The reactants are c1ccc(CN2CCC(NC3CC3)CC2)cc1, CCOC(=O)COc1ccc(Cl)nn1. Product: O=C(COc1ccc(Cl)nn1)N(C1CC1)C1CCN(Cc2ccccc2)CC1. As a reaction SMILES: [CH2:15]([c:16]1[cH:17][cH:18][cH:19][cH:20][cH:21]1)[N:22]1[CH2:23][CH2:24][CH:25]([NH:28][CH:29]2[CH2:30][CH2:31]2)[CH2:26][CH2:27]1.[Cl:1][c:2]1[cH:3][cH:4][c:5]([O:8][CH2:9][C:10]([O:12][CH2:11][CH3:13])=[O:14])[n:6][n:7]1>>[Cl:1][c:2]1[cH:3][cH:4][c:5]([O:8][CH2:9][C:10](=[O:12])[N:28]([CH:25]2[CH2:24][CH2:23][N:22]([CH2:15][c:16]3[cH:17][cH:18][cH:19][cH:20][cH:21]3)[CH2:27][CH2:26]2)[CH:29]2[CH2:30][CH2:31]2)[n:6][n:7]1. Reactants: C(C)OC1=C(C=CC=C1)C1=NN2C(C(N1)=O)=C(N=C2C2CCCC2)CC (2-(2-ethoxyphenyl)-5-ethyl-7-cyclopentyl-3H-imidazo-[5,1-f][1,2,4]triazin-4-one), S(=O)(=O)(Cl)Cl (sulphonyl chloride). The product is C(C)OC1=C(C=C(C=C1)S(=O)(=O)Cl)C1=NN2C(C(N1)=O)=C(N=C2C2CCCC2)CC (4-Ethoxy-3-(5-ethyl-4-oxo-7-cyclopentyl-3,4-dihydro-imidazo[5,1-f][1,2,4]-triazin-2-yl)-benzenesulphonyl chloride). As a reaction SMILES: [CH2:1]([O:3][C:4]1[CH:9]=[CH:8][CH:7]=[CH:6][C:5]=1[C:10]1[NH:15][C:14](=[O:16])[C:13]2=[C:17]([CH2:25][CH3:26])[N:18]=[C:19]([CH:20]3[CH2:24][CH2:23][CH2:22][CH2:21]3)[N:12]2[N:11]=1)[CH3:2].[S:27](Cl)([Cl:30])(=[O:29])=[O:28]>>[CH2:1]([O:3][C:4]1[CH:9]=[CH:8][C:7]([S:27]([Cl:30])(=[O:29])=[O:28])=[CH:6][C:5]=1[C:10]1[NH:15][C:14](=[O:16])[C:13]2=[C:17]([CH2:25][CH3:26])[N:18]=[C:19]([CH:20]3[CH2:24][CH2:23][CH2:22][CH2:21]3)[N:12]2[N:11]=1)[CH3:2]. Procedure: The preparation is carried out analogously to the procedure of Example 27A using 0.34 g (0.96 mmol) of 2-(2-ethoxyphenyl)-5-ethyl-7-cyclopentyl-3H-imidazo-[5,1-f][1,2,4]triazin-4-one (Example 16A). This gives 0.43 g (98%) of sulphonyl chloride as a colourless foam which is directly reacted further. Reactants: FC1=CC=C(OC2=CC=C(C=C3C(NC(S3)=O)=O)C=C2)C=C1 (5-(4-(4-fluorophenoxy)benzylidene)thiazolidine-2,4-dione), ClCCO (2-chloro-ethanol), C(=O)([O-])[O-].[K+].[K+] (K2CO3). Run in ice water, CN(C)C=O (DMF). Product: FC1=CC=C(OC2=CC=C(\C=C/3\C(N(C(S3)=O)CCO)=O)C=C2)C=C1 ((5Z)-5-[4-(4-fluorophenoxy)benzylidene]-3-(2-hydroxyethyl)-1,3-thiazolidine-2,4-dione). Reaction SMILES: [F:1][C:2]1[CH:22]=[CH:21][C:5]([O:6][C:7]2[CH:20]=[CH:19][C:10]([CH:11]=[C:12]3[S:16][C:15](=[O:17])[NH:14][C:13]3=[O:18])=[CH:9][CH:8]=2)=[CH:4][CH:3]=1.C([O-])([O-])=O.[K+].[K+].Cl[CH2:30][CH2:31][OH:32]>CN(C=O)C>[F:1][C:2]1[CH:22]=[CH:21][C:5]([O:6][C:7]2[CH:20]=[CH:19][C:10](/[CH:11]=[C:12]3/[C:13](=[O:18])[N:14]([CH2:30][CH2:31][OH:32])[C:15](=[O:17])[S:16]/3)=[CH:9][CH:8]=2)=[CH:4][CH:3]=1 |f:1.2.3|. Procedure details: To a solution of 5-(4-(4-fluorophenoxy)benzylidene)thiazolidine-2,4-dione (0.05 g) in a 1:1 mixture of ThF and DMF (1.6 mL) was added anhydrous K2CO3 (0.022 g). To the well stirred homogeneous mixture was added 2-chloro-ethanol (0.04 g) and stirred ovemight at room temperature. The reaction was diluted with ice-water, extracted with EtOAc, and the organic layer was washed with water, dried (Na2SO4) and concentrated in vacuo to give the titled compound. Starting materials: C1CCOC1, O=C(O)C(Cl)(Cl)CCCCCCCCC=Cc1ccccc1, [H][H]. Product: O=C(O)C(Cl)(Cl)CCCCCCCCCCc1ccccc1. As a reaction SMILES: [CH2:23]1[O:24][CH2:25][CH2:26][CH2:27]1.[Cl:1][C:2]([C:3](=[O:4])[OH:5])([CH2:6][CH2:7][CH2:8][CH2:9][CH2:10][CH2:11][CH2:12][CH2:13][CH:14]=[CH:15][c:16]1[cH:17][cH:18][cH:19][cH:20][cH:21]1)[Cl:22].[H:28][H:29]>>[Cl:1][C:2]([C:3](=[O:4])[OH:5])([CH2:6][CH2:7][CH2:8][CH2:9][CH2:10][CH2:11][CH2:12][CH2:13][CH2:14][CH2:15][c:16]1[cH:17][cH:18][cH:19][cH:20][cH:21]1)[Cl:22]. Reactants: CCCC=CCC1CC(=O)OC1=O, Cc1ccccc1, Nc1cc(Cc2n[nH]c(=O)c3ccccc23)ccc1F. Yields the product CCCC=CCC(CC(=O)Nc1cc(Cc2n[nH]c(=O)c3ccccc23)ccc1F)C(=O)O. Reaction SMILES: [CH2:21]([CH:22]=[CH:23][CH2:24][CH2:25][CH3:26])[CH:27]1[C:28](=[O:33])[O:29][C:30](=[O:32])[CH2:31]1.[CH3:34][c:35]1[cH:36][cH:37][cH:38][cH:39][cH:40]1.[NH2:1][c:2]1[cH:3][c:4]([CH2:5][c:6]2[n:7][nH:8][c:9](=[O:16])[c:10]3[cH:11][cH:12][cH:13][cH:14][c:15]23)[cH:17][cH:18][c:19]1[F:20]>>[NH:1]([c:2]1[cH:3][c:4]([CH2:5][c:6]2[n:7][nH:8][c:9](=[O:16])[c:10]3[cH:11][cH:12][cH:13][cH:14][c:15]23)[cH:17][cH:18][c:19]1[F:20])[C:30]([CH2:31][CH:27]([CH2:21][CH:22]=[CH:23][CH2:24][CH2:25][CH3:26])[C:28](=[O:29])[OH:33])=[O:32]. Starting materials: O=C1NC(C(CC1NC(=O)OCC1=CC=CC=C1)OC(C)=O)=O (2,6-dioxo-3-benzyloxycarbonylamino-5-acetoxypiperidine), [N+](=O)([O-])C1=C2C(C(=O)OC2=O)=CC=C1 (3-nitrophthalic anhydride). Reagents/catalysts: [Pd] (Pd/C). Solvent: C(C)(=O)O (acetic acid). Product: [N+](=O)([O-])C1=C2C(N(C(C2=CC=C1)=O)C1C(NC(C(C1)OC(C)=O)=O)=O)=O (3-(4-nitro-1,3-dioxoisoindolin-2-yl)-2,6-dioxo-5-acetoxypiperidine). As a reaction SMILES: [O:1]=[C:2]1[CH:7]([NH:8][C:9]([O:11]CC2C=CC=CC=2)=O)[CH2:6][CH:5]([O:19][C:20](=[O:22])[CH3:21])[C:4](=[O:23])[NH:3]1.[N+:24]([C:27]1[CH:37]=[CH:36][CH:35]=[C:29]2C([O:32][C:33](=O)[C:28]=12)=O)([O-:26])=[O:25]>C(O)(=O)C.[Pd]>[N+:24]([C:27]1[CH:37]=[CH:36][CH:35]=[C:29]2[C:28]=1[C:33](=[O:32])[N:8]([CH:7]1[CH2:6][CH:5]([O:19][C:20](=[O:22])[CH3:21])[C:4](=[O:23])[NH:3][C:2]1=[O:1])[C:9]2=[O:11])([O-:26])=[O:25]. Reported procedure: A solution of 2,6-dioxo-3-benzyloxycarbonylamino-5-acetoxypiperidine (9 g, 28.2 mmol) and Pd/C (10%, 0.9 g) in acetic acid (90 mL) is shaken under hydrogen (50–60 psi) for 3 hours. The suspension is filtered through a pad of Celite and washed with acetic acid. To the filtrate is added 3-nitrophthalic anhydride (5.4 g, 28.2 mmol), this mixture is heated at reflux for 18 hours, and the solvent is then removed in vacuo to give 3-(4-nitro-1,3-dioxoisoindolin-2-yl)-2,6-dioxo-5-acetoxypiperidine which... Reactants: C1(CCCCC1)N=C=NC1CCCCC1 (dicyclohexylcarbodiimide), ( 6 ), C(C1=CC=CC=C1)NCC(=O)OCC (ethyl N-benzylglycinate), C(=O)(OC(C)(C)C)N[C@@H](CCCC)C(=O)O (Boc-L-norleucine). The solvent is C(Cl)Cl (methylene chloride), C(Cl)Cl (methylene chloride). Run at temperature 0 celsius, time 5 minute. Yields the product C(C1=CC=CC=C1)N1C([C@@H](NC(C1)=O)CCCC)=O (1-Benzyl-3(S)-n-butylpiperazine-2,5-dione). Reaction SMILES: C1(N=C=NC2CCCCC2)CCCCC1.[C:16]([NH:23][C@H:24]([C:29]([OH:31])=O)[CH2:25][CH2:26][CH2:27][CH3:28])([O:18]C(C)(C)C)=O.[CH2:32]([NH:39][CH2:40]C(OCC)=O)[C:33]1[CH:38]=[CH:37][CH:36]=[CH:35][CH:34]=1>C(Cl)Cl>[CH2:32]([N:39]1[CH2:40][C:16](=[O:18])[NH:23][C@@H:24]([CH2:25][CH2:26][CH2:27][CH3:28])[C:29]1=[O:31])[C:33]1[CH:38]=[CH:37][CH:36]=[CH:35][CH:34]=1. Procedure: The title compound was prepared according to the procedure described by John S. Kiely and Stephen R. Priebe in Organic Preparations and Procedures Int., 22 (6), 761-768 (1990). Thus dicyclohexylcarbodiimide (9.33 g, 45.2 mmol) in methylene chloride (0.5M) was added to methylene chloride (250 mL). This solution was cooled to 0° C. under nitrogen and Boc-L-norleucine (10.5 g, 45.2 mmol) was added. The resulting slurry was stirred for 5 min, and then ethyl N-benzylglycinate (8.72 g, 45.2 mmol) was ... Product: O=Cc1cc2ccccc2[nH]1. RXN SMILES: [CH3:26][CH2:27][CH2:28][CH2:29][CH2:30][CH3:31].[Cl:23][CH2:24][Cl:25].[O:12]=[Cr:13]([Cl:14])([O-:15])=[O:16].[nH+:17]1[cH:18][cH:19][cH:20][cH:21][cH:22]1.[nH:1]1[c:2]([CH2:10][OH:11])[cH:3][c:4]2[cH:5][cH:6][cH:7][cH:8][c:9]12>>[nH:1]1[c:2]([CH:10]=[O:11])[cH:3][c:4]2[cH:5][cH:6][cH:7][cH:8][c:9]12. The reactants are CCCCCC, ClCCl, O=[Cr](=O)([O-])Cl, c1cc[nH+]cc1, OCc1cc2ccccc2[nH]1. Reactants: N1=CC2=C(C=C1)C(=O)OC2=O (3,4-pyridinedicarboxylic anhydride), NC1=CC=CC=C1 (aniline), Formula VI. Yields the product N1C=CC2=CC=CC=C12 (indole), Formula VII. As a reaction SMILES: [N:1]1[CH:6]=[CH:5][C:4]2[C:7](O[C:10](=O)[C:3]=2[CH:2]=1)=O.N[C:13]1C=CC=CC=1>>[NH:1]1[C:2]2[C:4](=[CH:7][CH:13]=[CH:10][CH:3]=2)[CH:5]=[CH:6]1. Reported procedure: In like fashion, reaction of 3,4-pyridinedicarboxylic anhydride (Formula Vb hereinbelow) with an aniline of Formula VI or an indole of Formula VII (Z-H hereinbelow) produces a mixture of 3-(Z-CO)-4-pyridinecarboxylic acid (Formula IIc) and 4-(Z-CO)-3-pyridinecarboxylic acid (Formula IId). The mixture is in turn reacted with a diarylamine of Formula III to produce an isomeric mixture of furo[3,4-c]pyridine-1(3H)-one (Formula Ic) and furo-[3,4-c]pyridine-3(1H)-one (Formula Id). ##STR22##